This data is from the Open Reaction Database (ORD), a public repository of structured organic reaction records. The task is: describe an organic reaction: reactants, conditions, products, and yield Procedure details: 560 g (8.5 mol) of butan-2-one and 234 g (1.4 mol) of (1,2,2-trimethylbicyclo[3.1.0]hex-3-yl)ethanal were added to 48 g (0.75 mol) of potassium hydroxide dissolved in 500 ml of water and 1.4 l of methanol. The reaction mixture was stirred overnight with ice-bath cooling, poured into 3 l of water and extracted with diethyl ether. The extract was washed with water, dried (MgSO4) and evaporated in vacuo. The residue was distilled at 108° C./0.1 Torr to give 140 g (45% yield) of 3-methyl-5-(1,2,2-tr... Reactants: CC(CC)=O (butan-2-one), CC12C(C(CC2C1)CC=O)(C)C ((1,2,2-trimethylbicyclo[3.1.0]hex-3-yl)ethanal), [OH-].[K+] (potassium hydroxide). Solvent: O (water), CO (methanol), O (water). As a reaction SMILES: [CH3:1][C:2](=[O:5])[CH2:3][CH3:4].[CH3:6][C:7]12[CH2:12][CH:11]1[CH2:10][CH:9]([CH2:13][CH:14]=O)[C:8]2([CH3:17])[CH3:16].[OH-].[K+]>O.CO>[CH3:4][C:3](=[CH:14][CH2:13][CH:9]1[CH2:10][CH:11]2[C:7]([CH3:6])([CH2:12]2)[C:8]1([CH3:16])[CH3:17])[C:2](=[O:5])[CH3:1] |f:2.3|. Yields the product CC(C(C)=O)=CCC1C(C2(CC2C1)C)(C)C (3-methyl-5-(1,2,2-trimethylbicyclo[3.1.0]hex-3-yl)pent-3-en-2-one). The yield is 45.4%. Conditions: time 8 hour. Starting materials: OC=1C=C(C=CC1)C(\C=C\C1=CC=CC=C1)=O ((E)-1-(3-Hydroxyphenyl)-3-phenylprop-2-en-1-one), C(=O)(C(F)(F)F)O (CF3COOH). Run in C1(=CC=CC=C1)C (toluene). Conditions: temperature 80 celsius, time 24 hour. The product is OC1=CC=C2C(CC(C2=C1)=O)C1=CC=CC=C1 (2,3-Dihydro-6-hydroxy-3-phenylinden-1-one). Yield: 98.6%. As a reaction SMILES: [OH:1][C:2]1[CH:3]=[C:4]([C:8](=[O:17])/[CH:9]=[CH:10]/[C:11]2[CH:16]=[CH:15][CH:14]=[CH:13][CH:12]=2)[CH:5]=[CH:6][CH:7]=1.C(O)(C(F)(F)F)=O>C1(C)C=CC=CC=1>[OH:1][C:2]1[CH:3]=[C:4]2[C:5]([CH:10]([C:11]3[CH:12]=[CH:13][CH:14]=[CH:15][CH:16]=3)[CH2:9][C:8]2=[O:17])=[CH:6][CH:7]=1. Procedure details: (E)-1-(3-Hydroxyphenyl)-3-phenylprop-2-en-1-one (48.7 g, 217 mmol) obtained in Step 1 and CF3COOH (161 mL, 10 eq) were placed into a flask and stirred for 24 h at 80° C. After cooling to room temperature, toluene (200 mL) was added and the solution was concentrated to remove TFA under reduced pressure. The residue was dissolved in EtOAc, washed with H2O, dried over MgSO4, and concentrated in vacuo to obtain the desired product (48.0 g, 99%). Reactants: COC=1C(=CC2=C(OCO2)C1)C(=O)OC (methyl 6-methoxy-1,3-benzodioxole-5-carboxylate), [OH-].[Na+] (sodium hydroxide), C(C)O (ethanol). Reported procedure: A mixture of methyl 6-methoxy-1,3-benzodioxole-5-carboxylate (3 g, 14 mmol), prepared as in Example 1, 20% sodium hydroxide (50 mL) and ethanol (25 mL) was heated 1 hour at reflux and then diluted with water, washed with diethyl ether (2×), treated with concentrated hydrochloric acid and cooled in an ice-bath. The solids were collected, washed with water (2×) and dried under vacuum at 70° C. to give 6-methoxy-1,3-benzodioxole-5-carboxylic acid (2.3 g, 12 mmol), m.p. 151° C. RXN SMILES: [CH3:1][O:2][C:3]1[C:4]([C:12]([O:14]C)=[O:13])=[CH:5][C:6]2[O:10][CH2:9][O:8][C:7]=2[CH:11]=1.[OH-].[Na+].C(O)C>O>[CH3:1][O:2][C:3]1[C:4]([C:12]([OH:14])=[O:13])=[CH:5][C:6]2[O:10][CH2:9][O:8][C:7]=2[CH:11]=1 |f:1.2|. The yield is 85.7%. The solvent is O (water). The product is COC=1C(=CC2=C(OCO2)C1)C(=O)O (6-methoxy-1,3-benzodioxole-5-carboxylic acid). The reactants are NC=1C=C(C=CC1)C1=NN2C(C=CC=C2)=C1C1=NC(=NC=C1)NC1=CC(=CC=C1)F (4-[2-(3-aminophenyl)pyrazolo[1,5-a]pyridin-3-yl]-N-(3-fluorophenyl)-2-pyrimidinamine), FC=1C(=C(C(=O)Cl)C=CC1)C (3-fluoro-2-methylbenzoyl chloride), C1NCCC2=CC=C(C=C12)NC1=NC=CC(=N1)C=1C(=NN2C1C=CC=C2)C=2C=C(C=CC2)NC(C2=CC=CC=C2)=O (N-(3-{3-[2-(1,2,3,4-tetrahydro-7-isoquinolinylamino)-4-pyrimidinyl]-pyrazolo[1,5-a]pyridin-2-yl}phenyl)benzamide). The product is FC=1C(=C(C(=O)NC2=CC(=CC=C2)C2=NN3C(C=CC=C3)=C2C2=NC(=NC=C2)NC2=CC(=CC=C2)F)C=CC1)C (3-Fluoro-N-[3-(3-{2-[(3-fluorophenyl)amino]-4-pyrimidinyl}pyrazolo[1,5-a]pyridin-2-yl)phenyl]-2-methylbenzamide). Reaction SMILES: [NH2:1][C:2]1[CH:3]=[C:4]([C:8]2[C:16]([C:17]3[CH:22]=[CH:21][N:20]=[C:19]([NH:23][C:24]4[CH:29]=[CH:28][CH:27]=[C:26]([F:30])[CH:25]=4)[N:18]=3)=[C:11]3[CH:12]=[CH:13][CH:14]=[CH:15][N:10]3[N:9]=2)[CH:5]=[CH:6][CH:7]=1.[F:31][C:32]1[C:33]([CH3:41])=[C:34]([CH:38]=[CH:39][CH:40]=1)[C:35](Cl)=[O:36].C1C2C(=CC=C(NC3N=C(C4C(C5C=C(NC(=O)C6C=CC=CC=6)C=CC=5)=NN5C=CC=CC=45)C=CN=3)C=2)CCN1>>[F:31][C:32]1[C:33]([CH3:41])=[C:34]([CH:38]=[CH:39][CH:40]=1)[C:35]([NH:1][C:2]1[CH:7]=[CH:6][CH:5]=[C:4]([C:8]2[C:16]([C:17]3[CH:22]=[CH:21][N:20]=[C:19]([NH:23][C:24]4[CH:29]=[CH:28][CH:27]=[C:26]([F:30])[CH:25]=4)[N:18]=3)=[C:11]3[CH:12]=[CH:13][CH:14]=[CH:15][N:10]3[N:9]=2)[CH:3]=1)=[O:36]. Reported procedure: In a manner analogous to Example 66, 4-[2-(3-aminophenyl)pyrazolo[1,5-a]pyridin-3-yl]-N-(3-fluorophenyl)-2-pyrimidinamine and 3-fluoro-2-methylbenzoyl chloride are used to prepare the title compound. HRMS calcd for C31H22F2N6O: 532.1823, found: 533.1921 (M+H+).